From a dataset of the Open Reaction Database (ORD), a public repository of structured organic reaction records. describe an organic reaction: reactants, conditions, products, and yield Starting materials: N[C@H](C(=O)NC)CC1=CC=C(C=C1)OCCCC ((S)-2-amino-3-(4-butoxy-phenyl)-N-methyl-propionamide), C(CCC)OC1=CC=C(C=C1)C[C@@H](C(NC)=O)NC(=O)[C@H]([C@](C(=O)O)(CCOC)O)\C=C\CCCCCCS(=O)(=O)CCCCCCC ((E)-(2S,3S)-3-[(S)-2-(4-butoxy-phenyl)-1-methylcarbamoyl-ethylcarbamoyl]-11-(heptane-1-sulfonyl)-2-hydroxy-2-(2-methoxy-ethyl)-undec-4-enoic acid), N[C@H](C(=O)OC)CC1=CC=C(C=C1)OCC#CC (methyl (S)-2-amino-3-(4-but-2-ynyloxy-phenyl)-propionate), C(CCC)OC1=CC=C(C=C1)C[C@@H](C(NC)=O)NC(=O)[C@H]([C@](C(=O)OC(C)(C)C)(CCOC)O)\C=C\CCCCCCS(=O)(=O)CCCCCCC (tert-butyl (E)-(2S,3S)-3-[(S)-2-(4-butoxy-phenyl)-1-methylcarbamoyl-ethylcarbamoyl]-11-(heptane-1-sulfonyl)-2-hydroxy-2-(2-methoxy-ethyl)-undec-4-enoate). Yields the product C(CCC)OC1=CC=C(C=C1)C[C@@H](C(NC)=O)NC(=O)[C@H]([C@](C(=O)OC(C)(C)C)(CCOC)O)\C=C\CCCCCCSCCCCCCC (tert-Butyl (E)-(2S,3S)-3-[(S)-2-(4-butoxy-phenyl)-1-methylcarbamoyl-ethylcarbamoyl]-11-heptylsulfanyl-2-hydroxy-2-(2-methoxy-ethyl)-undec-4-enoate). RXN SMILES: N[C@@H](CC1C=CC(OCCCC)=CC=1)C(NC)=O.N[C@@H](CC1C=CC(OCC#CC)=CC=1)C(OC)=O.[CH2:37]([O:41][C:42]1[CH:47]=[CH:46][C:45]([CH2:48][C@H:49]([NH:54][C:55]([C@@H:57](/[CH:71]=[CH:72]/[CH2:73][CH2:74][CH2:75][CH2:76][CH2:77][CH2:78][S:79]([CH2:82][CH2:83][CH2:84][CH2:85][CH2:86][CH2:87][CH3:88])(=O)=O)[C@@:58]([OH:70])([CH2:66][CH2:67][O:68][CH3:69])[C:59]([O:61][C:62]([CH3:65])([CH3:64])[CH3:63])=[O:60])=[O:56])[C:50](=[O:53])[NH:51][CH3:52])=[CH:44][CH:43]=1)[CH2:38][CH2:39][CH3:40].C(OC1C=CC(C[C@H](NC([C@@H](/C=C/CCCCCCS(CCCCCCC)(=O)=O)[C@@](O)(CCOC)C(O)=O)=O)C(=O)NC)=CC=1)CCC>>[CH2:37]([O:41][C:42]1[CH:47]=[CH:46][C:45]([CH2:48][C@H:49]([NH:54][C:55]([C@@H:57](/[CH:71]=[CH:72]/[CH2:73][CH2:74][CH2:75][CH2:76][CH2:77][CH2:78][S:79][CH2:82][CH2:83][CH2:84][CH2:85][CH2:86][CH2:87][CH3:88])[C@@:58]([OH:70])([CH2:66][CH2:67][O:68][CH3:69])[C:59]([O:61][C:62]([CH3:65])([CH3:64])[CH3:63])=[O:60])=[O:56])[C:50](=[O:53])[NH:51][CH3:52])=[CH:44][CH:43]=1)[CH2:38][CH2:39][CH3:40]. Procedure: tert-Butyl (E)-(2S,3S)-3-[(S)-2-(4-butoxy-phenyl)-1-methylcarbamoyl-ethylcarbamoyl]-11-heptylsulfanyl-2-hydroxy-2-(2-methoxy-ethyl)-undec-4-enoate (ESI (LC/MS positive mode) m/z 721 (M+H); Rt 2.85 min.) was synthesized by using (S)-2-amino-3-(4-butoxy-phenyl)-N-methyl-propionamide and conditions at 50° C., for 2.5 days instead of methyl (S)-2-amino-3-(4-but-2-ynyloxy-phenyl)-propionate and the conditions in Step C-6. Then, tert-butyl (E)-(2S,3S)-3-[(S)-2-(4-butoxy-phenyl)-1-methylcarbamoyl-ethyl... Conditions: time 30 minute. Yield: 68.9%. Run in C(C)O (ethanol), C1CCOC1 (THF). Product: COC(=O)COC1=C(C=C(OC/C=C/C#CC2=CC=C(C=C2)C#C/C=C/COC2=CC(=C(OCC(=O)O)C=C2)C)C=C1)C ((E)(E) [4-(5-{4-[5-(4-Methoxycarbonylmethoxy-3-methyl-phenoxy)-pent-3-en-1-ynyl]-phenyl}-pent-2-en-4-ynyloxy)-2-methyl-phenoxy]-acetic acid). Procedure details: To a solution of (E)(E) [4-(5-{4-[5-(4-methoxycarbonylmethoxy-3-methyl-phenoxy)-pent-3-en-1-ynyl]-phenyl}-pent-2-en-4-ynyloxy)-2-methyl-phenoxy]-acetic acid methyl ester (example 17) (15 mg, 0.025 mmol) in ethanol (15 mL) and THF (5 mL) was added 1N sodium hydroxide (1.0 mL). After stirring at room temperature for 30 min., the reaction mixture was added water and 1N hydrochloride acid to pH 1. The product was extracted with dichloromethane (×3) and the combined organic phases were dried (MgSO4),... As a reaction SMILES: [CH3:1][O:2][C:3](=[O:44])[CH2:4][O:5][C:6]1[CH:11]=[CH:10][C:9]([O:12][CH2:13]/[CH:14]=[CH:15]/[C:16]#[C:17][C:18]2[CH:23]=[CH:22][C:21]([C:24]#[C:25]/[CH:26]=[CH:27]/[CH2:28][O:29][C:30]3[CH:35]=[CH:34][C:33]([O:36][CH2:37][C:38]([O:40]C)=[O:39])=[C:32]([CH3:42])[CH:31]=3)=[CH:20][CH:19]=2)=[CH:8][C:7]=1[CH3:43].[OH-].[Na+].O.Cl>C(O)C.C1COCC1>[CH3:1][O:2][C:3]([CH2:4][O:5][C:6]1[CH:11]=[CH:10][C:9]([O:12][CH2:13]/[CH:14]=[CH:15]/[C:16]#[C:17][C:18]2[CH:23]=[CH:22][C:21]([C:24]#[C:25]/[CH:26]=[CH:27]/[CH2:28][O:29][C:30]3[CH:35]=[CH:34][C:33]([O:36][CH2:37][C:38]([OH:40])=[O:39])=[C:32]([CH3:42])[CH:31]=3)=[CH:20][CH:19]=2)=[CH:8][C:7]=1[CH3:43])=[O:44] |f:1.2|. Starting materials: COC(COC1=C(C=C(C=C1)OC\C=C\C#CC1=CC=C(C=C1)C#C\C=C\COC1=CC(=C(C=C1)OCC(=O)OC)C)C)=O ((E)(E) [4-(5-{4-[5-(4-methoxycarbonylmethoxy-3-methyl-phenoxy)-pent-3-en-1-ynyl]-phenyl}-pent-2-en-4-ynyloxy)-2-methyl-phenoxy]-acetic acid methyl ester), [OH-].[Na+] (sodium hydroxide), O (water), Cl (hydrochloride).